Dataset: the Open Reaction Database (ORD), a public repository of structured organic reaction records. Task: describe an organic reaction: reactants, conditions, products, and yield Reactants: CCOC(=O)C(C)(C)Br, CN(C)C=O, [H-], [Na+], O, O=c1[nH]nc2ccc(NCCCN3CCC(OC(c4ccccc4)c4ccccc4)CC3)nn12. The product is CCOC(=O)C(C)(C)n1nc2ccc(NCCCN3CCC(OC(c4ccccc4)c4ccccc4)CC3)nn2c1=O. Reaction SMILES: [Br:37][C:38]([C:39](=[O:40])[O:41][CH2:42][CH3:43])([CH3:44])[CH3:45].[CH3:47][N:48]([CH3:49])[CH:50]=[O:51].[H-:35].[Na+:36].[OH2:46].[c:1]1([CH:7]([O:8][CH:9]2[CH2:10][CH2:11][N:12]([CH2:15][CH2:16][CH2:17][NH:18][c:19]3[cH:20][cH:21][c:22]4[n:23]([n:24]3)[c:25](=[O:28])[nH:26][n:27]4)[CH2:13][CH2:14]2)[c:29]2[cH:30][cH:31][cH:32][cH:33][cH:34]2)[cH:2][cH:3][cH:4][cH:5][cH:6]1>>[c:1]1([CH:7]([O:8][CH:9]2[CH2:10][CH2:11][N:12]([CH2:15][CH2:16][CH2:17][NH:18][c:19]3[cH:20][cH:21][c:22]4[n:23]([n:24]3)[c:25](=[O:28])[n:26]([C:38]([C:39](=[O:40])[O:41][CH2:42][CH3:43])([CH3:44])[CH3:45])[n:27]4)[CH2:13][CH2:14]2)[c:29]2[cH:30][cH:31][cH:32][cH:33][cH:34]2)[cH:2][cH:3][cH:4][cH:5][cH:6]1. Reactants: FC(C(=O)O)(F)F.NC1CCN(CC1)CCN1C(OCC2=C1C=C(C=C2)OC)=O (1-[2-(4-Aminopiperidin-1-yl)ethyl]-7-methoxy-1,4-dihydro-2H-3,1-benzoxazin-2-one trifluoro acetate), C(C)(C)(C)OC(NC1CCN(CC1)C\C=C\C1=C(C=CC(=C1)F)F)=O (tert-Butyl{1-[(2E)-3-(2,5-difluorophenyl)prop-2-en-1-yl]piperidin-4-yl}carbamate), C(C)(C)(C)OC(NC1CCN(CC1)C\C=C\C1=C(C=CC(=C1)F)F)=O (tert-Butyl{1-[(2E)-3-(2,5-difluorophenyl)prop-2-en-1-yl]piperidin-4-yl}carbamate). The product is trifluoro acetate, FC1=C(C=C(C=C1)F)/C=C/CN1CCC(CC1)N (1-[(2E)-3-(2,5-Difluorophenyl)prop-2-en-1-yl]piperidin-4-amine). As a reaction SMILES: C(OC(=O)[NH:7][CH:8]1[CH2:13][CH2:12][N:11]([CH2:14]/[CH:15]=[CH:16]/[C:17]2[CH:22]=[C:21]([F:23])[CH:20]=[CH:19][C:18]=2[F:24])[CH2:10][CH2:9]1)(C)(C)C.FC(F)(F)C(O)=O.NC1CCN(CCN2C3C=C(OC)C=CC=3COC2=O)CC1>>[F:24][C:18]1[CH:19]=[CH:20][C:21]([F:23])=[CH:22][C:17]=1/[CH:16]=[CH:15]/[CH2:14][N:11]1[CH2:12][CH2:13][CH:8]([NH2:7])[CH2:9][CH2:10]1 |f:1.2|. Reported procedure: tert-Butyl{1-[(2E)-3-(2,5-difluorophenyl)prop-2-en-1-yl]piperidin-4-yl}carbamate (Intermediate 123, 299 mg, 0.85 mmol) was reacted as described for Intermediate 106. The crude trifluoro acetate of the title compound was obtained as an oil, 430 mg (quantitative), and used without further purification for the next step Reactants: Oc1cccc(Br)c1, CCOC(C)=O, CC(C)[Mg+], O=C1C(=O)N(C(c2ccccc2)c2ccccc2)c2ccccc21, [Cl-], ClCCl. The product is O=C1N(C(c2ccccc2)c2ccccc2)c2ccccc2C1(O)c1ccc(Br)cc1O. Reaction SMILES: [Br:1][c:2]1[cH:3][c:4]([OH:8])[cH:5][cH:6][cH:7]1.[CH3:41][CH2:42][O:43][C:44](=[O:45])[CH3:46].[CH:10]([Mg+:11])([CH3:12])[CH3:13].[CH:14]([c:15]1[cH:16][cH:17][cH:18][cH:19][cH:20]1)([c:21]1[cH:22][cH:23][cH:24][cH:25][cH:26]1)[N:27]1[C:28](=[O:37])[C:29](=[O:36])[c:30]2[cH:31][cH:32][cH:33][cH:34][c:35]21.[Cl-:9].[Cl:38][CH2:39][Cl:40]>>[Br:1][c:2]1[cH:3][c:4]([OH:8])[c:5]([C:29]2([OH:36])[C:28](=[O:37])[N:27]([CH:14]([c:15]3[cH:16][cH:17][cH:18][cH:19][cH:20]3)[c:21]3[cH:22][cH:23][cH:24][cH:25][cH:26]3)[c:35]3[c:30]2[cH:31][cH:32][cH:33][cH:34]3)[cH:6][cH:7]1. Starting materials: BrC1=CC2=C(N=CN=C2Cl)N1 (6-bromo-4-chloro-7H-pyrrolo[2,3-d]pyrimidine), NC1=CC2=C(NC(S2)=O)C=C1OC (6-amino-5-methoxy-1,3-benzothiazol-2(3H)-one). Product: BrC1=CC2=C(N=CN=C2NC2=CC3=C(NC(S3)=O)C=C2OC)N1 (6-[(6-Bromo-7H-pyrrolo[2,3-d]pyrimidin-4-yl)amino]-5-methoxy-1,3-benzothiazol-2(3H)-one). RXN SMILES: [Br:1][C:2]1[NH:11][C:5]2[N:6]=[CH:7][N:8]=[C:9](Cl)[C:4]=2[CH:3]=1.[NH2:12][C:13]1[C:22]([O:23][CH3:24])=[CH:21][C:16]2[NH:17][C:18](=[O:20])[S:19][C:15]=2[CH:14]=1>>[Br:1][C:2]1[NH:11][C:5]2[N:6]=[CH:7][N:8]=[C:9]([NH:12][C:13]3[C:22]([O:23][CH3:24])=[CH:21][C:16]4[NH:17][C:18](=[O:20])[S:19][C:15]=4[CH:14]=3)[C:4]=2[CH:3]=1. Procedure: 25 mg (108 μmol) 6-bromo-4-chloro-7H-pyrrolo[2,3-d]pyrimidine (CAS-No: 784150-41-0) were transformed in analogy to example 1 using 6-amino-5-methoxy-1,3-benzothiazol-2(3H)-one to give after working up and purification 11.8 mg (27%) of the title compound.